This data is from the Open Reaction Database (ORD), a public repository of structured organic reaction records. The task is: describe an organic reaction: reactants, conditions, products, and yield Procedure details: The title compound was prepared by the method of Example 2 using 2.5 g (0.01 mole) of the product compound of Example 1 and 1.0 g (0.01 mole) of succinic anhydride. Reaction SMILES: [OH:1][CH2:2][CH2:3][C:4]1[C:5]2[N:6]([N:17]=[CH:18][N:19]=2)[C:7]([NH2:16])=[N:8][C:9]=1[C:10]1[CH:15]=[CH:14][CH:13]=[CH:12][CH:11]=1.[C:20]1(=[O:26])[O:25][C:23](=[O:24])[CH2:22][CH2:21]1>>[C:23]([CH2:22][CH2:21][C:20]([O:1][CH2:2][CH2:3][C:4]1[C:5]2[N:6]([N:17]=[CH:18][N:19]=2)[C:7]([NH2:16])=[N:8][C:9]=1[C:10]1[CH:15]=[CH:14][CH:13]=[CH:12][CH:11]=1)=[O:26])([OH:25])=[O:24]. Product: C(=O)(O)CCC(=O)OCCC=1C=2N(C(=NC1C1=CC=CC=C1)N)N=CN2 (8-(2-(3-carboxypropanoyloxy)ethyl)-7-phenyl-1,2,4-triazolo[2,3-c]pyrimidine-5-amine). Reactants: product, OCCC=1C=2N(C(=NC1C1=CC=CC=C1)N)N=CN2 (8-(2-hydroxyethyl)-7-phenyl-1,2,4-triazolo[2,3-c]pyrimidine-5-amine), C1(CCC(=O)O1)=O (succinic anhydride). Reactants: CC(C)OC1=C(C=CC=C1)N1CCNCC1 (1-[2-(1-methylethoxy)phenyl]piperazine), CN1C(=CC=C1)CN1C(CCCC1)=O (1-(1-methylpyrrol-2-ylmethyl)-2-piperidinone), [OH-].[Na+] (sodium hydroxide), C=O (formalin), C(C)(=O)O (acetic acid). The solvent is C(Cl)Cl (Methylene chloride), CO (methanol), CO (methanol). Run at temperature 25 celsius, time 8 hour. Product: CN1C(=CC=C1CN1CCN(CC1)C1=C(C=CC=C1)OC(C)C)CN1C(CCCC1)=O (1-[[1-methyl-5-[[4-[2-(1-methylethoxy)phenyl]-1 -piperazinyl]methyl]-lH-pyrrol-2-yl]methyl]-2- piperidinone). The yield is 99.7%. As a reaction SMILES: [CH3:1][CH:2]([O:4][C:5]1[CH:10]=[CH:9][CH:8]=[CH:7][C:6]=1[N:11]1[CH2:16][CH2:15][NH:14][CH2:13][CH2:12]1)[CH3:3].[C:17](O)(=O)C.C=O.[CH3:23][N:24]1[CH:28]=[CH:27][CH:26]=[C:25]1[CH2:29][N:30]1[CH2:35][CH2:34][CH2:33][CH2:32][C:31]1=[O:36].[OH-].[Na+]>C(Cl)Cl.CO>[CH3:23][N:24]1[C:28]([CH2:17][N:14]2[CH2:13][CH2:12][N:11]([C:6]3[CH:7]=[CH:8][CH:9]=[CH:10][C:5]=3[O:4][CH:2]([CH3:1])[CH3:3])[CH2:16][CH2:15]2)=[CH:27][CH:26]=[C:25]1[CH2:29][N:30]1[CH2:35][CH2:34][CH2:33][CH2:32][C:31]1=[O:36] |f:4.5|. Reported procedure: A solution of 1-[2-(1-methylethoxy)phenyl]piperazine (9.38 g, 0.043 mole) as described in U.S. Pat. Nos. 4,547,505 and 4,438,115, glacial acetic acid (2.57 mL, 0.043 mole), and methanol (27 mL) was cooled in an ice bath and treated with 37% formalin (3.18 mL, 0.043 mole). A solution of 1-(1-methylpyrrol-2-ylmethyl)-2-piperidinone (8.19 g, 0.043 mole) and methanol (27 mL) was added and the resulting solution was stirred overnight at 25° C. under a dry nitrogen atmosphere. Methylene chloride (350 ... The reactants are C(C)(=O)C=1C=CC(=C(C1)S(=O)(=O)N)F (5-acetyl-2-fluorobenzenesulphonamide), C(C)NCC (diethylamine). The solvent is C(C)O (ethanol). Yields the product C(C)(=O)C=1C=CC(=C(C1)S(=O)(=O)N)N(CC)CC (5-Acetyl-2-diethylaminobenzenesulphonamide). As a reaction SMILES: [C:1]([C:4]1[CH:5]=[CH:6][C:7](F)=[C:8]([S:10]([NH2:13])(=[O:12])=[O:11])[CH:9]=1)(=[O:3])[CH3:2].[CH2:15]([NH:17][CH2:18][CH3:19])[CH3:16]>C(O)C>[C:1]([C:4]1[CH:5]=[CH:6][C:7]([N:17]([CH2:18][CH3:19])[CH2:15][CH3:16])=[C:8]([S:10]([NH2:13])(=[O:12])=[O:11])[CH:9]=1)(=[O:3])[CH3:2]. Procedure details: A solution of 5-acetyl-2-fluorobenzenesulphonamide (6.5 g), diethylamine (7.0 ml) and absolute ethanol (200 ml) was heated under reflux for 22 hours. The solution was concentrated to a gum under reduced pressure and partitioned between ethyl acetate (100 ml) and water (120 ml). The organic phase was separated and evaporated to dryness. Trituration of the residue with aqueous isopropanol gave the diethylamine compound as cream crystals, 5.9 g, m.p. 103°-105°. Starting materials: BrC(=CCCC=1N=CN(C1)C(C1=CC=CC=C1)(C1=CC=CC=C1)C1=CC=CC=C1)Br (4-(4,4-dibromobut-3-enyl)-1-(triphenylmethyl)imidazole), BrCCCC1=CC=CC=C1 (1-bromo-3-phenylpropane). The product is C1(=CC=CC=C1)CCCC#CCCC=1N=CNC1 (4-(7-Phenylhept-3-ynyl)imidazole). As a reaction SMILES: Br[C:2](Br)=[CH:3][CH2:4][CH2:5][C:6]1[N:7]=[CH:8][N:9](C(C2C=CC=CC=2)(C2C=CC=CC=2)C2C=CC=CC=2)[CH:10]=1.Br[CH2:32][CH2:33][CH2:34][C:35]1[CH:40]=[CH:39][CH:38]=[CH:37][CH:36]=1>>[C:35]1([CH2:34][CH2:33][CH2:32][C:2]#[C:3][CH2:4][CH2:5][C:6]2[N:7]=[CH:8][NH:9][CH:10]=2)[CH:40]=[CH:39][CH:38]=[CH:37][CH:36]=1. Reported procedure: 4-(7-Phenylhept-3-ynyl)imidazole was prepared in the same manner as described in example 36 except that 4-(4,4-dibromobut-3-enyl)-1-(triphenylmethyl)imidazole and 1-bromo-3-phenylpropane were used. Starting materials: ClC1=CC=C2C(=C1)NC1=C2OC2=C(N(C1=O)CC1=CC=CC=C1)C=CC=C2 (3-chloro-7-benzyl-7H-indolo[3,2-b][1,5]benzoxazepine-6(5H)-one), P(Cl)(Cl)(Cl)(Cl)Cl (phosphorous pentachloride). Solvent: C1=CC=CC=C1 (benzene). The product is C(C1=CC=CC=C1)N1C(=C2C(OC3=C1C=CC=C3)=C3C=CC(=CC3=N2)Cl)N(CC)CC (7-benzyl-3-chloro-6(diethylamino)-7H-indolo[3,2-b]-[1,5]benzoxazepine). Reaction SMILES: [Cl:1][C:2]1[CH:7]=[C:6]2[NH:8][C:9]3[C:15](=O)[N:14]([CH2:17][C:18]4[CH:23]=[CH:22][CH:21]=[CH:20][CH:19]=4)[C:13]4[CH:24]=[CH:25][CH:26]=[CH:27][C:12]=4[O:11][C:10]=3[C:5]2=[CH:4][CH:3]=1.P(Cl)(Cl)(Cl)(Cl)Cl>C1C=CC=CC=1>[CH2:17]([N:14]1[C:13]2[CH:24]=[CH:25][CH:26]=[CH:27][C:12]=2[O:11][C:10]2=[C:5]3[C:6](=[N:8][C:9]2=[C:15]1[N:8]([CH2:9][CH3:10])[CH2:6][CH3:5])[CH:7]=[C:2]([Cl:1])[CH:3]=[CH:4]3)[C:18]1[CH:23]=[CH:22][CH:21]=[CH:20][CH:19]=1. Reported procedure: A mixture of 7.48g of 3-chloro-7-benzyl-7H-indolo[3,2-b][1,5]benzoxazepine-6(5H)-one and 5.25g of phosphorous pentachloride in 200ml of benzene was stirred at reflux for 41/2 hours. A yellow solid precipitated. To this suspension was added at reflux with stirring, 14.6g of diethylamine. The reaction was stirred at reflux for another 2 hours, cooled, diluted with an equal volume of ether, washed twice with H2O, dried and concentrated to an orange oil. The oil crystallized on rubbing with ethanol.... Starting materials: NC(CCCC(=O)OC)C1=C(C=CC=C1OC)OC (methyl 5-amino-5-(2,6-dimethoxyphenyl)pentanoate), O(C1=CC=CC=C1)C=1SC=C(N1)C=O (2-phenoxythiazole-4-carbaldehyde). Yields the product COC1=C(C(=CC=C1)OC)C1CCCC(N1CC=1N=C(SC1)OC1=CC=CC=C1)=O (6-(2,6-dimethoxyphenyl)-1-((2-phenoxythiazol-4-yl)methyl)piperidin-2-one). As a reaction SMILES: [NH2:1][CH:2]([C:10]1[C:15]([O:16][CH3:17])=[CH:14][CH:13]=[CH:12][C:11]=1[O:18][CH3:19])[CH2:3][CH2:4][CH2:5][C:6]([O:8]C)=O.[O:20]([C:27]1[S:28][CH:29]=[C:30]([CH:32]=O)[N:31]=1)[C:21]1[CH:26]=[CH:25][CH:24]=[CH:23][CH:22]=1>>[CH3:19][O:18][C:11]1[CH:12]=[CH:13][CH:14]=[C:15]([O:16][CH3:17])[C:10]=1[CH:2]1[N:1]([CH2:32][C:30]2[N:31]=[C:27]([O:20][C:21]3[CH:22]=[CH:23][CH:24]=[CH:25][CH:26]=3)[S:28][CH:29]=2)[C:6](=[O:8])[CH2:5][CH2:4][CH2:3]1. Procedure: Prepared according to the described general procedure 1 (GP1) by reaction of methyl 5-amino-5-(2,6-dimethoxyphenyl)pentanoate with 2-phenoxythiazole-4-carbaldehyde. Subsequent purification by preparative HPLC afforded the target compound. LC-MS (conditions A): tR=0.86 min.; [M+H]+: 424.82 g/mol.